From a dataset of the Open Reaction Database (ORD), a public repository of structured organic reaction records. describe an organic reaction: reactants, conditions, products, and yield The reactants are 22.7, C12(CC3CC(CC(C1)C3)C2)SCCN[C@@H](C)C(=O)O (N-[2-(1- adamantylthio)ethyl]alanine), C(C)(=O)O (acetic acid), N(=O)[O-].[Na+] (sodium nitrite), ice water. Run in O (water). Run at time 15 minute. Yields the product C12(CC3CC(CC(C1)C3)C2)SCCN([C@@H](C)C(=O)O)N=O (N-[2-(1-adamantylthio)ethyl]-N-nitrosoalanine). Reaction SMILES: [C:1]12([S:11][CH2:12][CH2:13][NH:14][C@H:15]([C:17]([OH:19])=[O:18])[CH3:16])[CH2:10][CH:5]3[CH2:6][CH:7]([CH2:9][CH:3]([CH2:4]3)[CH2:2]1)[CH2:8]2.C(O)(=O)C.[N:24]([O-])=[O:25].[Na+]>O>[C:1]12([S:11][CH2:12][CH2:13][N:14]([N:24]=[O:25])[C@H:15]([C:17]([OH:19])=[O:18])[CH3:16])[CH2:8][CH:7]3[CH2:6][CH:5]([CH2:4][CH:3]([CH2:9]3)[CH2:2]1)[CH2:10]2 |f:2.3|. Procedure details: A stirred solution of 22.7 parts of N-[2-(1- adamantylthio)ethyl]alanine in 216 parts of acetic acid is cooled to 15°, then treated with a solution of 6.2 parts of sodium nitrite in 20 parts of water, added dropwise over a 15 minute period. Stirring is continued at low temperature for an additional 15 minutes, then at room temperature for another 15 minutes. The resultant clear yellow solution is added to 1000 parts of ice-water and stirring is continued. The resultant mixture is extracted with ... Starting materials: BrCc1ccccc1, CN(C)C=O, [H-], [Na+], COC(=O)C=C1Sc2ccccc2NC1=O, O. The product is COC(=O)C=C1Sc2ccccc2N(Cc2ccccc2)C1=O. As a reaction SMILES: [Br:19][CH2:20][c:21]1[cH:22][cH:23][cH:24][cH:25][cH:26]1.[CH3:28][N:29]([CH3:30])[CH:31]=[O:32].[H-:17].[Na+:18].[O:1]=[C:2]1[C:3](=[CH:12][C:13](=[O:14])[O:15][CH3:16])[S:4][c:5]2[c:6]([cH:8][cH:9][cH:10][cH:11]2)[NH:7]1.[OH2:27]>>[O:1]=[C:2]1[C:3](=[CH:12][C:13](=[O:14])[O:15][CH3:16])[S:4][c:5]2[c:6]([cH:8][cH:9][cH:10][cH:11]2)[N:7]1[CH2:20][c:21]1[cH:22][cH:23][cH:24][cH:25][cH:26]1. Starting materials: C1COCCN1, COCc1nccc(Cl)n1, ClCCl. Yields the product COCc1nccc(N2CCOCC2)n1. RXN SMILES: [CH2:11]1[CH2:12][O:13][CH2:14][CH2:15][NH:16]1.[CH3:1][O:2][CH2:3][c:4]1[n:5][cH:6][cH:7][c:8]([Cl:10])[n:9]1.[Cl:17][CH2:18][Cl:19]>>[CH3:1][O:2][CH2:3][c:4]1[n:5][cH:6][cH:7][c:8]([N:16]2[CH2:11][CH2:12][O:13][CH2:14][CH2:15]2)[n:9]1. The reactants are COC(=O)C1=CN=C(S1)N1CCN(CC1)C(=O)OC(C)(C)C (1,1-Dimethylethyl 4-[5-(methoxycarbonyl)-2-thiazolyl]-1-piperazinecarboxylate), COC(=O)C1=CN=C(S1)N1CCN(CC1)C(=O)OC(C)(C)C (1,1-dimethylethyl 4-[5-(methoxycarbonyl)-2-thiazolyl]-1-piperazinecarboxylate), O1CCCC1 (tetrahydrofuran), [OH-].[Na+] (NaOH). Run in CO (methanol). Run at time 8 hour. Product: C(=O)(O)C1=CN=C(S1)N1CCN(CC1)C(=O)OC(C)(C)C (1-(1,1-dimethylethyl) 4-(5-carboxy-2-thiazolyl)-1-piperazine-carboxylate). As a reaction SMILES: C[O:2][C:3]([C:5]1[S:9][C:8]([N:10]2[CH2:15][CH2:14][N:13]([C:16]([O:18][C:19]([CH3:22])([CH3:21])[CH3:20])=[O:17])[CH2:12][CH2:11]2)=[N:7][CH:6]=1)=[O:4].O1CCCC1.[OH-].[Na+]>CO>[C:3]([C:5]1[S:9][C:8]([N:10]2[CH2:15][CH2:14][N:13]([C:16]([O:18][C:19]([CH3:22])([CH3:21])[CH3:20])=[O:17])[CH2:12][CH2:11]2)=[N:7][CH:6]=1)([OH:4])=[O:2] |f:2.3|. Procedure details: 1,1-Dimethylethyl 4-[5-(methoxycarbonyl)-2-thiazolyl]-1-piperazinecarboxylate (i.e. the product of Example 4, Step A) (2.56 g, 8 mmol) in 15 mL of methanol and 15 mL of tetrahydrofuran was added 1 N aqueous NaOH solution (10 mL), and the mixture was stirred at ambient temperature overnight. The mixture was concentrated under reduced pressure, diluted with water, washed with ether, and acidified with excess 20% aqueous citric acid solution to give a precipitate. The precipitate was filtered, wash...